Dataset: the Open Reaction Database (ORD), a public repository of structured organic reaction records. Task: describe an organic reaction: reactants, conditions, products, and yield The reactants are OCCCBr, ClCCl, Cc1cc(Cl)ccc1N. Yields the product Cc1cc(Cl)ccc1NCCCO. As a reaction SMILES: [Br:10][CH2:11][CH2:12][CH2:13][OH:14].[Cl:15][CH2:16][Cl:17].[Cl:1][c:2]1[cH:3][c:4]([CH3:9])[c:5]([NH2:6])[cH:7][cH:8]1>>[Cl:1][c:2]1[cH:3][c:4]([CH3:9])[c:5]([NH:6][CH2:11][CH2:12][CH2:13][OH:14])[cH:7][cH:8]1. The reactants are ClC1=C(CCC1)C=O (2-chloro-1-formylcyclopent-1-ene), C(C)OC(CNCC1=CC=CC=C1)=O (N-benzylglycine ethyl ester). Run at temperature 110 celsius. Yields the product C(C1=CC=CC=C1)N1C2=C(C=C1C(=O)OCC)CCC2 (Ethyl 1-benzyl-1,4,5,6-tetrahydrocyclopenta[b]pyrrole-2-carboxylate). RXN SMILES: Cl[C:2]1[CH2:6][CH2:5][CH2:4][C:3]=1[CH:7]=O.[CH2:9]([O:11][C:12](=[O:22])[CH2:13][NH:14][CH2:15][C:16]1[CH:21]=[CH:20][CH:19]=[CH:18][CH:17]=1)[CH3:10]>>[CH2:15]([N:14]1[C:13]([C:12]([O:11][CH2:9][CH3:10])=[O:22])=[CH:7][C:3]2[CH2:4][CH2:5][CH2:6][C:2]1=2)[C:16]1[CH:21]=[CH:20][CH:19]=[CH:18][CH:17]=1. Reported procedure: 25 g (0.191 mol) of 2-chloro-1-formylcyclopent-1-ene are added to 73.9 g (0.382 mol) of N-benzylglycine ethyl ester at room temperature and the mixture is then heated to 110° C. Working-up is carried out as indicated in Example 1. Reactants: C1(=CC=CC=C1)C.C(C)O.O (toluene ethanol H2O), BrC=1C=CC=2NC3=CC=CC=C3C2C1 (3-bromocarbazole), 9-phenyl-boronic acid, C(=O)([O-])[O-].[Na+].[Na+] (Na2CO3). Reagents/catalysts: C=1C=CC(=CC1)[P](C=2C=CC=CC2)(C=3C=CC=CC3)[Pd]([P](C=4C=CC=CC4)(C=5C=CC=CC5)C=6C=CC=CC6)([P](C=7C=CC=CC7)(C=8C=CC=CC8)C=9C=CC=CC9)[P](C=1C=CC=CC1)(C=1C=CC=CC1)C=1C=CC=CC1 (Pd(PPh3)4). Conditions: temperature 120 celsius, time 12 hour. Yields the product C1(=CC=CC=C1)C1=C2C=CC=CC2=C(C2=CC=CC=C12)C=1C=CC=2NC3=CC=CC=C3C2C1 (3-(10-phenylanthracen-9-yl)-9H-carbazole). Isolated yield 60.0%. Reaction SMILES: Br[C:2]1[CH:3]=[CH:4][C:5]2[NH:6][C:7]3[C:12]([C:13]=2[CH:14]=1)=[CH:11][CH:10]=[CH:9][CH:8]=3.C([O-])([O-])=O.[Na+].[Na+].[C:21]1([CH3:27])[CH:26]=[CH:25][CH:24]=[CH:23][CH:22]=1.[CH2:28](O)[CH3:29].O>C1C=CC([P]([Pd]([P](C2C=CC=CC=2)(C2C=CC=CC=2)C2C=CC=CC=2)([P](C2C=CC=CC=2)(C2C=CC=CC=2)C2C=CC=CC=2)[P](C2C=CC=CC=2)(C2C=CC=CC=2)C2C=CC=CC=2)(C2C=CC=CC=2)C2C=CC=CC=2)=CC=1>[C:21]1([C:27]2[C:28]3[C:29](=[CH:4][CH:3]=[CH:2][CH:14]=3)[C:13]([C:2]3[CH:3]=[CH:4][C:5]4[NH:6][C:7]5[C:12]([C:13]=4[CH:14]=3)=[CH:11][CH:10]=[CH:9][CH:8]=5)=[C:12]3[C:11]=2[CH:10]=[CH:9][CH:8]=[CH:7]3)[CH:26]=[CH:25][CH:24]=[CH:23][CH:22]=1 |f:1.2.3,4.5.6,^1:35,37,56,75|. Procedure details: 3-bromocarbazole (2.54 g, 10.320 mmol), 9-phenyl-boronic acid (3.69 g, 12.384 mmol), Na2CO3 (2.2 g, 20.64 mmol), Pd(PPh3)4 (1.19 g, 1.032 mmol) were put in a 250 mL two-neck flask and dissolved in toluene/ethanol/H2O. The solution was refluxed and stirred at 120° C. for 12 hours. After completion of the reaction, the solution was extracted with methylenechloride/H2O and distilled under reduced pressure to remove the solvent. The resultant was columned with a solution of n-hexane and methylenechl...